Dataset: the Open Reaction Database (ORD), a public repository of structured organic reaction records. Task: describe an organic reaction: reactants, conditions, products, and yield Starting materials: CCCC[N+](CCCC)(CCCC)CCCC.[F-] (TBAF), [Si](C1=CC=CC=C1)(C1=CC=CC=C1)(C(C)(C)C)OCC(CN1C(C2=CC=C(C=C2C(=C1C#N)C1=CC=CC=C1)OC)=O)NCC=1C=NC=CC1 (2-{3-{[tert-butyl(diphenyl)silyl]oxy}-2-[(pyridin-3-ylmethyl)amino]-propyl}-6-methoxy-1-oxo4-phenyl-1,2-dihydroisoquinoline-3 carbonitrile). Run in C1CCOC1 (THF). Reaction conditions: time 2 hour. Product: OCC(CN1C(C2=CC=C(C=C2C(=C1C#N)C1=CC=CC=C1)OC)=O)NCC=1C=NC=CC1 (2-{3-hydroxy-2-[(pyridin-3-ylmethyl)amino]propyl}-6-methoxy-1-oxo-4-phenyl-1,2-dihydroisoquinoline-3-carbonitrile). As a reaction SMILES: CCCC[N+](CCCC)(CCCC)CCCC.[F-].[Si]([O:36][CH2:37][CH:38]([NH:61][CH2:62][C:63]1[CH:64]=[N:65][CH:66]=[CH:67][CH:68]=1)[CH2:39][N:40]1[C:49]([C:50]#[N:51])=[C:48]([C:52]2[CH:57]=[CH:56][CH:55]=[CH:54][CH:53]=2)[C:47]2[C:42](=[CH:43][CH:44]=[C:45]([O:58][CH3:59])[CH:46]=2)[C:41]1=[O:60])(C(C)(C)C)(C1C=CC=CC=1)C1C=CC=CC=1>C1COCC1>[OH:36][CH2:37][CH:38]([NH:61][CH2:62][C:63]1[CH:64]=[N:65][CH:66]=[CH:67][CH:68]=1)[CH2:39][N:40]1[C:49]([C:50]#[N:51])=[C:48]([C:52]2[CH:53]=[CH:54][CH:55]=[CH:56][CH:57]=2)[C:47]2[C:42](=[CH:43][CH:44]=[C:45]([O:58][CH3:59])[CH:46]=2)[C:41]1=[O:60] |f:0.1|. Procedure details: TBAF (1M in THF, 0.15 mL, 0.15 mmol) was added to a solution of silyl ether 101 in THF (2.5 mL). After stirring for 2 h, the reaction mixture was partitioned between EtOAc and NaHCO3. The organic phase was washed once with brine and then dried (Na2SO4) and concentrated. The product was purified by automated flash chromatography (0-8% MeOH(NH3)/EtOAc). Reactants: C[O-], CO, FC(F)(F)c1ccc(Cl)cc1, [Na+]. The product is COc1ccc(C(F)(F)F)cc1. As a reaction SMILES: [CH3:12][O-:13].[CH3:15][OH:16].[F:1][C:2]([c:3]1[cH:4][cH:5][c:6]([Cl:9])[cH:7][cH:8]1)([F:10])[F:11].[Na+:14]>>[F:1][C:2]([c:3]1[cH:4][cH:5][c:6]([O:13][CH3:12])[cH:7][cH:8]1)([F:10])[F:11].